This data is from the Open Reaction Database (ORD), a public repository of structured organic reaction records. The task is: describe an organic reaction: reactants, conditions, products, and yield Reaction SMILES: [Br:1][c:2]1[n:3][cH:4][c:5](-[n:8]2[c:9]([C:19]([F:20])([F:21])[F:22])[n:10][c:11]3[c:12]2[cH:13][cH:14][c:15]([O:17][CH3:18])[cH:16]3)[n:6][cH:7]1.[CH2:45]1[O:46][CH2:47][CH2:48][O:49][CH2:50]1.[Cu:51][I:52].[F:23][c:24]1[cH:25][cH:26][c:27]([C:28](=[O:29])[NH2:30])[cH:31][cH:32]1.[K+:38].[K+:39].[K+:40].[NH2:41][CH2:42][CH2:43][NH2:44].[P:33]([O-:34])([O-:35])([O-:36])=[O:37]>>[c:2]1([NH:30][C:28]([c:27]2[cH:26][cH:25][c:24]([F:23])[cH:32][cH:31]2)=[O:29])[n:3][cH:4][c:5](-[n:8]2[c:9]([C:19]([F:20])([F:21])[F:22])[n:10][c:11]3[c:12]2[cH:13][cH:14][c:15]([O:17][CH3:18])[cH:16]3)[n:6][cH:7]1. The product is COc1ccc2c(c1)nc(C(F)(F)F)n2-c1cnc(NC(=O)c2ccc(F)cc2)cn1. Reactants: COc1ccc2c(c1)nc(C(F)(F)F)n2-c1cnc(Br)cn1, C1COCCO1, [Cu]I, NC(=O)c1ccc(F)cc1, [K+], [K+], [K+], NCCN, O=P([O-])([O-])[O-]. The reactants are CC=1N=CSC1 (4-methyl-thiazole), C(C)[Mg]Br (ethyl-magnesium bromide), C(CC)(=O)Cl (propionyl chloride). Yields the product CC=1N=C(SC1)C(CC)=O (4-Methyl-2-propionyl-thiazole). Reaction SMILES: [CH3:1][C:2]1[N:3]=[CH:4][S:5][CH:6]=1.C([Mg]Br)C.[C:11](Cl)(=[O:14])[CH2:12][CH3:13]>>[CH3:1][C:2]1[N:3]=[C:4]([C:11](=[O:14])[CH2:12][CH3:13])[S:5][CH:6]=1. Reported procedure: b. 4-Methyl-2-propionyl-thiazole was prepared according to the method described in Bull. 20, 702 (1953) by reacting 4-methyl-thiazole with ethyl-magnesium bromide and acylating the obtained Grignard intermediate with propionyl chloride. The product has a b.p. of 83°-88°C./9 mm. Hg. Solvent: CN(C=O)C (dimethylformamide). Reactants: ClC1=CC2=C(N(C(=N2)C=2NC3=CC=C(C=C3C2)C=O)COC)C=C1Cl (5,6-dichloro-2-[5-formylindol-2-yl]-1-(methoxymethyl)benzimidazole), IC (iodomethane), CC(C)([O-])C.[K+] (potassium tert-butoxide), O (Water). Yields the product ClC1=CC2=C(N(C(=N2)C=2N(C3=CC=C(C=C3C2)C=O)C)COC)C=C1Cl (5,6-dichloro-2-[5-formyl-1-methylindol-2-yl]-1-methoxymethylbenzimidazole). Reported procedure: To a solution of 5,6-dichloro-2-[5-formylindol-2-yl]-1-(methoxymethyl)benzimidazole obtained in Example 47 (32 mg, 0.086 mmol) in dimethylformamide (2 mL) were added iodomethane (0.027 mL, 0.43 mmol) and potassium tert-butoxide (19 mg, 0.17 mmol) under nitrogen atmosphere, and the mixture was stirred at room temperature for 18 h. Water was added, and the mixture was extracted with ethyl acetate. The organic layer was washed with water and brine, dried on anhydrous sodium sulfate. The solvent was... Run at time 18 hour. Reaction SMILES: [Cl:1][C:2]1[C:24]([Cl:25])=[CH:23][C:5]2[N:6]([CH2:20][O:21][CH3:22])[C:7]([C:9]3[NH:10][C:11]4[C:16]([CH:17]=3)=[CH:15][C:14]([CH:18]=[O:19])=[CH:13][CH:12]=4)=[N:8][C:4]=2[CH:3]=1.IC.[CH3:28]C(C)([O-])C.[K+].O>CN(C)C=O>[Cl:1][C:2]1[C:24]([Cl:25])=[CH:23][C:5]2[N:6]([CH2:20][O:21][CH3:22])[C:7]([C:9]3[N:10]([CH3:28])[C:11]4[C:16]([CH:17]=3)=[CH:15][C:14]([CH:18]=[O:19])=[CH:13][CH:12]=4)=[N:8][C:4]=2[CH:3]=1 |f:2.3|. The yield is 89.8%. Starting materials: CN1CCN(C)C1=O, Cl, O, Oc1ccccc1, Oc1ccc(C2(c3ccc(O)cc3)CCC(O)CC2)cc1. Product: Oc1ccc(C2=CCC(O)CC2)cc1. Reaction SMILES: [CH3:29][N:30]1[CH2:31][CH2:32][N:33]([CH3:34])[C:35]1=[O:36].[ClH:37].[OH2:38].[OH:1][c:2]1[cH:3][cH:4][cH:5][cH:6][cH:7]1.[OH:8][c:9]1[cH:10][cH:11][c:12]([C:15]2([c:22]3[cH:23][cH:24][c:25]([OH:26])[cH:27][cH:28]3)[CH2:16][CH2:17][CH:18]([OH:21])[CH2:19][CH2:20]2)[cH:13][cH:14]1>>[OH:8][c:9]1[cH:10][cH:11][c:12]([C:15]2=[CH:16][CH2:17][CH:18]([OH:21])[CH2:19][CH2:20]2)[cH:13][cH:14]1.